Dataset: the Open Reaction Database (ORD), a public repository of structured organic reaction records. Task: describe an organic reaction: reactants, conditions, products, and yield Reactants: C=CCC(C)(C)C(=O)c1cn(COCC[Si](C)(C)C)c2ncc(Br)nc12, O=C([O-])[O-], C1COCCO1, COc1cc(B(O)O)cc(OC)c1OC, [K+], [K+], O. Product: C=CCC(C)(C)C(=O)c1cn(COCC[Si](C)(C)C)c2ncc(-c3cc(OC)c(OC)c(OC)c3)nc12. Reaction SMILES: [Br:1][c:2]1[n:3][c:4]2[c:5]([n:6][cH:7]1)[n:8]([CH2:19][O:20][CH2:21][CH2:22][Si:23]([CH3:24])([CH3:25])[CH3:26])[cH:9][c:10]2[C:11]([C:12]([CH2:13][CH:14]=[CH2:15])([CH3:16])[CH3:17])=[O:18].[C:42](=[O:43])([O-:44])[O-:45].[CH2:48]1[O:49][CH2:50][CH2:51][O:52][CH2:53]1.[CH3:27][O:28][c:29]1[cH:30][c:31]([B:39]([OH:40])[OH:41])[cH:32][c:33]([O:37][CH3:38])[c:34]1[O:35][CH3:36].[K+:46].[K+:47].[OH2:54]>>[c:2]1(-[c:31]2[cH:30][c:29]([O:28][CH3:27])[c:34]([O:35][CH3:36])[c:33]([O:37][CH3:38])[cH:32]2)[n:3][c:4]2[c:5]([n:6][cH:7]1)[n:8]([CH2:19][O:20][CH2:21][CH2:22][Si:23]([CH3:24])([CH3:25])[CH3:26])[cH:9][c:10]2[C:11]([C:12]([CH2:13][CH:14]=[CH2:15])([CH3:16])[CH3:17])=[O:18]. Starting materials: ( 6 ), C(C=C)OC(=O)N1[C@@H](C[C@H](C1)O)C(=O)O ((2S,4R)-N-(Allyloxycarbonyl)-4-hydroxypyrrolidine-2-carboxylic acid), C(CCOC1=C(C=C(C(=C1)OC)C(=O)N1C(CC(C1)=C)CO[Si](C)(C)C(C)(C)C)[N+](=O)[O-])OC1=C(C=C(C(=C1)OC)C(=O)N1C(CC(C1)=C)CO[Si](C)(C)C(C)(C)C)[N+](=O)[O-] ([[(Propane-1,3-diyl)dioxy]bis[(2-nitro-5-methoxy-1,4-phenylene)carbonyl]]bis[2-(tert-butyldimethylsilyloxymethyl)-4-methylidenepyrrolidine]), NC1=C(C(=O)N2[C@@H](CC(C2)=C)CO)C=C(C=C1)I ((2S)-N-(2-Amino-5-iodobenzoyl)-2-(hydroxymethyl)-4-methylidenepyrrolidine), C(C=C)OC(=O)N1[C@@H](C[C@H](C1)O)CO ((2S,4R)-N-(Allyloxycarbonyl)-4-hydroxy-2-(hydroxymethyl) pyrrolidine), C(C=C)OC(=O)N1[C@@H](C[C@H](C1)O)CO[Si](C)(C)C(C)(C)C ((2S,4R)-N-(Allyloxycarbonyl)-2-(tert-butyidimethylsilyloxymethyl)-4-hydroxypyrrolidine), ( 15 ), ( 100 ). Run in CO (MeOH). Product: C(C1=CC=CC=C1)OC(=O)N1[C@@H](C[C@H](C1)O)C(=O)O ((2S,4R)-N-(Benzoxycarbonyl)-2-carboxy-4-hydroxypyrrolidine). Procedure: A solution of benzyl chloroformate (12.5 mL, 87.7 mL) in toluene (40 mL) was added to a solution of trans-4-hydroxy-L-proline 1 (10 g, 76.3 mmol) and NaHCO3 (16 g, 190 mmol) in H2O (165 mL) over a period of 15 minutes. After stirring at room temperature for 12 hours the two phases were allowed to separate. The aqueous phase was washed with diethyl ether (4×50 mL), cooled in an ice bath, and then acidified to pH 2 with conc. HCl. The resultant product was extracted with ethyl acetate (5×50 mL) an... Reaction SMILES: C(OC(N1C[C@H:10](O)[CH2:9][C@H:8]1[CH2:13]O[Si](C(C)(C)C)(C)C)=O)C=C.C(OC1C=C(OC)C(C(N2CC(=C)CC2CO[Si](C(C)(C)C)(C)C)=O)=CC=1[N+]([O-])=O)CCOC1C=C(OC)C(C(N2CC(=C)CC2CO[Si](C(C)(C)C)(C)C)=O)=CC=1[N+]([O-])=O.[CH2:83]([O:86][C:87]([N:89]1[CH2:93][C@H:92]([OH:94])[CH2:91][C@H:90]1[C:95]([OH:97])=[O:96])=[O:88])[CH:84]=[CH2:85].C(OC(N1C[C@H](O)C[C@H]1CO)=O)C=C.NC1C=CC(I)=CC=1C(N1CC(=C)C[C@H]1CO)=O>CO>[CH2:83]([O:86][C:87]([N:89]1[CH2:93][C@H:92]([OH:94])[CH2:91][C@H:90]1[C:95]([OH:97])=[O:96])=[O:88])[C:84]1[CH:10]=[CH:9][CH:8]=[CH:13][CH:85]=1. Starting materials: C1=CCC=CC1 (1,4-cyclohexadiene), N(CC(=O)NCC(=O)N[C@@H](CC1=CC=CC=C1)C(=O)NCC(=O)OCC1=CC=CC=C1)C(C1=CC=CC=C1)(C1=CC=CC=C1)C1=CC=CC=C1 (Trt-Gly-Gly-Phe-Gly-OBn), ( 3 ). The reagents and catalysts are [C].[Pd] (palladium-carbon). Run in CN(C)C=O (DMF). Product: N(CC(=O)NCC(=O)N[C@@H](CC1=CC=CC=C1)C(=O)NCC(=O)O)C(C1=CC=CC=C1)(C1=CC=CC=C1)C1=CC=CC=C1 (Trt-Gly-Gly-Phe-Gly). The yield is 88.9%. Reaction SMILES: [NH:1]([C:32]([C:45]1[CH:50]=[CH:49][CH:48]=[CH:47][CH:46]=1)([C:39]1[CH:44]=[CH:43][CH:42]=[CH:41][CH:40]=1)[C:33]1[CH:38]=[CH:37][CH:36]=[CH:35][CH:34]=1)[CH2:2][C:3]([NH:5][CH2:6][C:7]([NH:9][C@H:10]([C:18]([NH:20][CH2:21][C:22]([O:24]CC1C=CC=CC=1)=[O:23])=[O:19])[CH2:11][C:12]1[CH:17]=[CH:16][CH:15]=[CH:14][CH:13]=1)=[O:8])=[O:4].C1CC=CCC=1>CN(C=O)C.[C].[Pd]>[NH:1]([C:32]([C:45]1[CH:50]=[CH:49][CH:48]=[CH:47][CH:46]=1)([C:39]1[CH:40]=[CH:41][CH:42]=[CH:43][CH:44]=1)[C:33]1[CH:34]=[CH:35][CH:36]=[CH:37][CH:38]=1)[CH2:2][C:3]([NH:5][CH2:6][C:7]([NH:9][C@H:10]([C:18]([NH:20][CH2:21][C:22]([OH:24])=[O:23])=[O:19])[CH2:11][C:12]1[CH:13]=[CH:14][CH:15]=[CH:16][CH:17]=1)=[O:8])=[O:4] |f:3.4|. Procedure: 1.3 g of Trt-Gly-Gly-Phe-Gly-OBn (193) obtained in item (3) above was dissolved in 20 ml of DMF to obtain a solution. To the obtained solution were added 0.5 g of a 10% palladium-carbon catalyst and 0.4 g of 1,4-cyclohexadiene, followed by a reaction at room temperature for 30 minutes, to thereby obtain a reaction mixture. The obtained reaction mixture was subjected to filtration to remove the catalyst, thereby obtaining a solution. The solvents were distilled off from the obtained solution unde... Procedure: According to GP1 tert-butyl 4-(2,4-dioxo-6-phenyl-1,4-dihydrothieno[3,2-d]pyrimidin-3(2H)-yl)piperidine-1-carboxylate (6.41 g; compound B50) is reacted with 5-(chloromethyl)-3-(methoxymethyl)-1,2,4-oxadiazole (2.44 g; compound D14) in the presence of potassium carbonate (2.07 g) in DMF (45 ml). Using WU1 a solid is obtained which is dissolved in EtOAc (400 ml) at 65° C. The solvent is removed in vacuo to a volume of 40 ml at 40° C. To this solution 20 ml of diethyl ether is added at RT and the r... As a reaction SMILES: [O:1]=[C:2]1[NH:7][C:6]2[CH:8]=[C:9]([C:11]3[CH:16]=[CH:15][CH:14]=[CH:13][CH:12]=3)[S:10][C:5]=2[C:4](=[O:17])[N:3]1[CH:18]1[CH2:23][CH2:22][N:21]([C:24]([O:26][C:27]([CH3:30])([CH3:29])[CH3:28])=[O:25])[CH2:20][CH2:19]1.Cl[CH2:32][C:33]1[O:37][N:36]=[C:35]([CH2:38][O:39][CH3:40])[N:34]=1.C(=O)([O-])[O-].[K+].[K+]>CN(C=O)C.CCOC(C)=O>[CH3:40][O:39][CH2:38][C:35]1[N:34]=[C:33]([CH2:32][N:7]2[C:6]3[CH:8]=[C:9]([C:11]4[CH:16]=[CH:15][CH:14]=[CH:13][CH:12]=4)[S:10][C:5]=3[C:4](=[O:17])[N:3]([CH:18]3[CH2:23][CH2:22][N:21]([C:24]([O:26][C:27]([CH3:30])([CH3:29])[CH3:28])=[O:25])[CH2:20][CH2:19]3)[C:2]2=[O:1])[O:37][N:36]=1 |f:2.3.4|. Product: COCC1=NOC(=N1)CN1C(N(C(C2=C1C=C(S2)C2=CC=CC=C2)=O)C2CCN(CC2)C(=O)OC(C)(C)C)=O (tert-butyl 4-[1-{[3-(methoxymethyl)-1,2,4-oxadiazol-5-yl]methyl}-2,4-dioxo-6-phenyl-1,4-dihydrothieno[3,2-d]pyrimidin-3(2H)-yl]piperidine-1-carboxylate). Solvent: CN(C)C=O (DMF), CCOC(=O)C (EtOAc). The reactants are ClCC1=NC(=NO1)COC (5-(chloromethyl)-3-(methoxymethyl)-1,2,4-oxadiazole), C([O-])([O-])=O.[K+].[K+] (potassium carbonate), O=C1N(C(C2=C(N1)C=C(S2)C2=CC=CC=C2)=O)C2CCN(CC2)C(=O)OC(C)(C)C (tert-butyl 4-(2,4-dioxo-6-phenyl-1,4-dihydrothieno[3,2-d]pyrimidin-3(2H)-yl)piperidine-1-carboxylate). Starting materials: N (ammonia), O=C1C2=C(SC3=C(C1)C=CC=C3)C=C(C=C2)C(=O)OC (methyl 10,11-dihydro-11-oxodibenzo[b,f]thiepin-3-carboxylate). Solvent: CO (methanol). Run at time 8 hour. The product is C(#N)C=1C=CC2=C(SC3=C(CC2=O)C=CC=C3)C1 (3-Cyano-10,11-dihydro-11-oxodibenzo[b,f]thiepin). RXN SMILES: [O:1]=[C:2]1[CH2:8][C:7]2[CH:9]=[CH:10][CH:11]=[CH:12][C:6]=2[S:5][C:4]2[CH:13]=[C:14]([C:17](OC)=O)[CH:15]=[CH:16][C:3]1=2.[NH3:21]>CO>[C:17]([C:14]1[CH:15]=[CH:16][C:3]2[C:2](=[O:1])[CH2:8][C:7]3[CH:9]=[CH:10][CH:11]=[CH:12][C:6]=3[S:5][C:4]=2[CH:13]=1)#[N:21]. Reported procedure: Stir 5 gm. of methyl 10,11-dihydro-11-oxodibenzo[b,f]thiepin-3-carboxylate in 500 ml. of methanol saturated with ammonia gas for 24 hours at room temperature. Evaporate the reaction mixture to dryness. Reflux the residue in 200 ml. of methylene chloride containing 10 gm. of phosphorous oxychloride for eight hours. Cool the reaction mixture to room temperature and shake several times with water. Separate the organic layer, dry over magnesium sulfate and evaporate to dryness to obtain the title pr... The reactants are ethyl polyphosphate, ClC1=C(C2=C(NC(CO2)C)C=C1)F (7-chloro-8-fluoro-3-methyl-2,3-dihydro-4H-1,4-benzoxazine), C(C)OC=C(C(=O)OCC)C(=O)OCC (diethyl ethoxymethylenemalonate), O1NC=CC2=C1C=CC=C2 (benzoxazine). The solvent is O (water). Conditions: time 2 hour. The product is ClC=1C(=C2C=3N(C(CO2)C)C=C(C(C3C1)=O)C(=O)OCC)F (ethyl 9-chloro-10-fluoro-3-methyl-7-oxo-2,3-dihydro-7H-pyrido[1,2,3-de][1,4]benzoxazine-6-carboxylate). Yield: 67.0%. Reaction SMILES: [Cl:1][C:2]1[CH:12]=[CH:11][C:5]2[NH:6][CH:7]([CH3:10])[CH2:8][O:9][C:4]=2[C:3]=1[F:13].C([O:16][CH:17]=[C:18]([C:24](OCC)=O)[C:19]([O:21][CH2:22][CH3:23])=[O:20])C.O1C2C=CC=CC=2C=CN1>O>[Cl:1][C:2]1[C:3]([F:13])=[C:4]2[O:9][CH2:8][CH:7]([CH3:10])[N:6]3[CH:24]=[C:18]([C:19]([O:21][CH2:22][CH3:23])=[O:20])[C:17](=[O:16])[C:11]([CH:12]=1)=[C:5]23. Procedure: A mixture of 1.11 g (5.5 mmols) of 7-chloro-8-fluoro-3-methyl-2,3-dihydro-4H-1,4-benzoxazine and 1.4 g (6.2 mmols) of diethyl ethoxymethylenemalonate was stirred for 2 hours while heating at 130°-140° C. (bath temperature). After confirming disappearance of the starting benzoxazine compound by thin-layer chromatography, 5 g of ethyl polyphosphate was added to the reaction mixture and the mixture was again allowed to react for 1 hour at 140° C. (bath temperature). After cooling, 20 ml of water wa... The reactants are CCCCCc1ccc(-c2cnc(O)cn2)cc1, CCCc1ccc(C(=O)O)cc1, O=S(Cl)Cl, c1ccncc1. Yields the product CCCCCc1ccc(-c2cnc(OC(=O)c3ccc(CCC)cc3)cn2)cc1. As a reaction SMILES: [CH2:17]([CH2:18][CH2:19][CH2:20][CH3:21])[c:22]1[cH:23][cH:24][c:25](-[c:28]2[n:29][cH:30][c:31]([OH:34])[n:32][cH:33]2)[cH:26][cH:27]1.[CH2:1]([CH2:2][CH3:3])[c:4]1[cH:5][cH:6][c:7]([C:8](=[O:9])[OH:10])[cH:11][cH:12]1.[S:13]([Cl:14])([Cl:15])=[O:16].[cH:35]1[cH:36][cH:37][n:38][cH:39][cH:40]1>>[CH2:1]([CH2:2][CH3:3])[c:4]1[cH:5][cH:6][c:7]([C:8](=[O:9])[O:10][c:31]2[cH:30][n:29][c:28](-[c:25]3[cH:24][cH:23][c:22]([CH2:17][CH2:18][CH2:19][CH2:20][CH3:21])[cH:27][cH:26]3)[cH:33][n:32]2)[cH:11][cH:12]1. Starting materials: C1(CC1)C1=CC(=NO1)C=1C=CC=2N(N1)C(=NN2)CN ((6-(5-cyclopropylisoxazol-3-yl)-[1,2,4]triazolo[4,3-b]pyridazin-3-yl)methanamine), Cl\C(\C=1C=CC=2N(N1)C(=NN2)CNC(OC(C)(C)C)=O)=N/O ((Z)-tert-butyl (6-(chloro(hydroxyimino)methyl)-[1,2,4]triazolo[4,3-b]pyridazin-3-yl)methylcarbamate), C(#C)C1CC1 (ethynylcyclopropane), C(O)([O-])=O.[K+] (potassium hydrogencarbonate). Solvent: CCOC(=O)C (EtOAc). Run at time 30 minute. Yields the product CN1C=NC2=CC=C(C=C2C1=O)CC1=NN=C2N1N=C(C=C2)C2=CC=CC=C2 (3-Methyl-6-((6-phenyl-[1,2,4]triazolo[4,3-b]pyridazin-3-yl)methyl)quinazolin-4(3H)-one). Yield: 23.0%. RXN SMILES: C1([C:4]2[O:8]N=[C:6]([C:9]3[CH:10]=[CH:11][C:12]4[N:13]([C:15](CN)=[N:16]N=4)N=3)[CH:5]=2)CC1.Cl/[C:21](=N\O)/[C:22]1[CH:23]=[CH:24][C:25]2[N:26]([C:28]([CH2:31]NC(=O)OC(C)(C)C)=[N:29][N:30]=2)[N:27]=1.[C:42]([CH:44]1[CH2:46][CH2:45]1)#[CH:43].[C:47](=O)([O-])O.[K+]>CCOC(C)=O>[CH3:47][N:16]1[C:4](=[O:8])[C:5]2[C:12](=[CH:11][CH:10]=[C:9]([CH2:31][C:28]3[N:26]4[N:27]=[C:22]([C:21]5[CH:46]=[CH:45][CH:44]=[CH:42][CH:43]=5)[CH:23]=[CH:24][C:25]4=[N:30][N:29]=3)[CH:6]=2)[N:13]=[CH:15]1 |f:3.4|. Reported procedure: (6-(5-cyclopropylisoxazol-3-yl)-[1,2,4]triazolo[4,3-b]pyridazin-3-yl)methanamine. Dissolved (Z)-tert-butyl (6-(chloro(hydroxyimino)methyl)-[1,2,4]triazolo[4,3-b]pyridazin-3-yl)methylcarbamate (110 mg, 337 μmol), ethynylcyclopropane (28 μl, 337 μmol), and potassium hydrogencarbonate (67.4 mg, 673 μmol) in 0.3 mL of EtOAc and heated to 60° C. for 12 h to afford the protected intermediate. The solvent was removed by rotary evaporation and the residue was redissolved in dicholoromethane (5 mL) and T...